Dataset: the Open Reaction Database (ORD), a public repository of structured organic reaction records. Task: describe an organic reaction: reactants, conditions, products, and yield Starting materials: C(C1=CC=CC=C1)(=O)N1C(C(C2=CC=CC=C12)=C(C1=CC=CC=C1)Cl)=O (1-benzoyl-3-(1-chloro-1-phenyl-methylidene)-2-indolinone), NC=1C=C(C(=O)OCC)C=CC1 (ethyl 3-aminobenzoate), [OH-].[Na+] (sodium hydroxide). The solvent is C1CCOC1 (THF), CO (methanol). Yields the product C(C)OC(=O)C=1C=C(C=CC1)N\C(\C1=CC=CC=C1)=C\1/C(NC2=CC=CC=C12)=O ((Z)-3-[1-(3-ethoxycarbonyl-phenylamino)-1-phenyl-methylidene]-2-indolinone). Reaction SMILES: C([N:9]1[C:17]2[C:12](=[CH:13][CH:14]=[CH:15][CH:16]=2)[C:11](=[C:18](Cl)[C:19]2[CH:24]=[CH:23][CH:22]=[CH:21][CH:20]=2)[C:10]1=[O:26])(=O)C1C=CC=CC=1.[NH2:27][C:28]1[CH:29]=[C:30]([CH:36]=[CH:37][CH:38]=1)[C:31]([O:33][CH2:34][CH3:35])=[O:32].[OH-].[Na+]>C1COCC1.CO>[CH2:34]([O:33][C:31]([C:30]1[CH:29]=[C:28]([NH:27]/[C:18](=[C:11]2\[C:10](=[O:26])[NH:9][C:17]3[C:12]\2=[CH:13][CH:14]=[CH:15][CH:16]=3)/[C:19]2[CH:20]=[CH:21][CH:22]=[CH:23][CH:24]=2)[CH:38]=[CH:37][CH:36]=1)=[O:32])[CH3:35] |f:2.3|. Procedure: Prepared analogously to Example 9c and 8 from 1-benzoyl-3-(1-chloro-1-phenyl-methylidene)-2-indolinone and ethyl 3-aminobenzoate in THF and subsequent treatment with sodium hydroxide solution in methanol.